Dataset: the Open Reaction Database (ORD), a public repository of structured organic reaction records. Task: describe an organic reaction: reactants, conditions, products, and yield Reactants: ClC1=NC(=NC2=C1OCC(N2CC)=O)C (4-chloro-6,7-dihydro-8-ethyl-2-methylpyrimido [5,4-b][1,4]oxazin-7-one), [OH-].[NH4+] (ammonium hydroxide), Cl (hydrochloric acid). The solvent is O1CCCC1 (tetrahydrofuran), O1CCCC1 (tetrahydrofuran). Reaction conditions: temperature 115 celsius. Product: ClC1=NC(=NC2=C1OCCN2CC)C (4-Chloro-6,7-dihydro-8-ethyl-2-methylpyrimido [5,4-b][1,4]oxazine). As a reaction SMILES: [Cl:1][C:2]1[C:7]2[O:8][CH2:9][C:10](=O)[N:11]([CH2:12][CH3:13])[C:6]=2[N:5]=[C:4]([CH3:15])[N:3]=1.Cl.[OH-].[NH4+]>O1CCCC1>[Cl:1][C:2]1[C:7]2[O:8][CH2:9][CH2:10][N:11]([CH2:12][CH3:13])[C:6]=2[N:5]=[C:4]([CH3:15])[N:3]=1 |f:2.3|. Reported procedure: A solution of 2.0 g (8.81 mmole) of 4-chloro-6,7-dihydro-8-ethyl-2-methylpyrimido [5,4-b][1,4]oxazin-7-one in 25 ml of tetrahydrofuran was added dropwise to 3.5 ml of cold (0° C.) borane-methyl sulfide complex in tetrahydrofuran. After the completion of the addition, the mixture was heated at its reflux temperature for three hours. The mixture was cooled and 14 ml of 6N hydrochloric acid was slowly added. This mixture was heated for one hour at 115° C., and was then cooled and neutralized with a...